The task is: describe an organic reaction: reactants, conditions, products, and yield. This data is from the Open Reaction Database (ORD), a public repository of structured organic reaction records. Starting materials: COc1ccc(C=Cc2nc3cc(F)ccc3s2)cc1CO, OCc1cccc(C=Cc2nc3cc(Cl)ccc3s2)c1, OCc1ccccc1C=Cc1nc2cc(F)ccc2s1, OCc1ccc(C=Cc2nc3cc(F)ccc3s2)cc1, OCC1CCc2ccc(OCc3nc4cc(F)ccc4s3)cc2O1, OCc1cccc(C=Cc2cc3ccccc3o2)c1. The product is OCc1cccc(C=Cc2nc3cc(F)ccc3s2)c1. RXN SMILES: [CH3:104][O:105][c:106]1[c:107]([CH2:108][OH:109])[cH:110][c:111]([CH:114]=[CH:115][c:116]2[s:117][c:118]3[c:119]([n:120]2)[cH:121][c:122]([F:125])[cH:123][cH:124]3)[cH:112][cH:113]1.[Cl:84][c:85]1[cH:86][cH:87][c:88]2[s:89][c:90]([CH:91]=[CH:92][c:93]3[cH:94][c:95]([CH2:99][OH:100])[cH:96][cH:97][cH:98]3)[n:101][c:102]2[cH:103]1.[F:1][c:2]1[cH:3][cH:4][c:5]2[s:6][c:7]([CH:8]=[CH:9][c:10]3[cH:11][cH:12][cH:13][cH:14][c:15]3[CH2:16][OH:17])[n:18][c:19]2[cH:20]1.[F:45][c:46]1[cH:47][cH:48][c:49]2[s:50][c:51]([CH:52]=[CH:53][c:54]3[cH:55][cH:56][c:57]([CH2:58][OH:59])[cH:60][cH:61]3)[n:62][c:63]2[cH:64]1.[OH:21][CH2:22][CH:23]1[CH2:24][CH2:25][c:26]2[c:27]([cH:28][c:29]([O:30][CH2:31][c:32]3[s:33][c:34]4[cH:35][cH:36][c:37]([F:38])[cH:39][c:40]4[n:41]3)[cH:42][cH:43]2)[O:44]1.[o:65]1[c:66]2[cH:67][cH:68][cH:69][cH:70][c:71]2[cH:72][c:73]1[CH:74]=[CH:75][c:76]1[cH:77][c:78]([CH2:82][OH:83])[cH:79][cH:80][cH:81]1>>[cH:106]1[c:107]([CH2:108][OH:109])[cH:110][c:111]([CH:114]=[CH:115][c:116]2[s:117][c:118]3[c:119]([n:120]2)[cH:121][c:122]([F:125])[cH:123][cH:124]3)[cH:112][cH:113]1. The reactants are C(#N)C1=CC(=C(C=C1C(C)C)CC#N)C(C)C (4-cyano-2,5-diisopropylbenzeneacetonitrile), [H-].[Na+] (sodium hydride), CI (methyl iodide). The solvent is O1CCCC1 (tetrahydrofuran), O1CCCC1 (tetrahydrofuran). The product is C(#N)C1=CC(=C(C=C1C(C)C)C(C#N)C)C(C)C (4-cyano-2,5-diisopropyl-α-methylbenzeneacetonitrile). Reaction SMILES: [C:1]([C:3]1[C:8]([CH:9]([CH3:11])[CH3:10])=[CH:7][C:6]([CH2:12][C:13]#[N:14])=[C:5]([CH:15]([CH3:17])[CH3:16])[CH:4]=1)#[N:2].[H-].[Na+].[CH3:20]I>O1CCCC1>[C:1]([C:3]1[C:8]([CH:9]([CH3:11])[CH3:10])=[CH:7][C:6]([CH:12]([CH3:20])[C:13]#[N:14])=[C:5]([CH:15]([CH3:17])[CH3:16])[CH:4]=1)#[N:2] |f:1.2|. Procedure: A mixture of 4-cyano-2,5-diisopropylbenzeneacetonitrile (22.6 parts), 4.8 parts of a 50% sodium hydride suspension in mineral oil, and 14.2 parts of methyl iodide in 300 parts tetrahydrofuran is stirred and heated at 50° for two hours. The reaction mixture is cooled and the tetrahydrofuran stripped under reduced pressure. The solid is washed with pentane and water and dried to give 4-cyano-2,5-diisopropyl-α-methylbenzeneacetonitrile. The reactants are Cl.NCCC(=O)NNC(=O)N1C2=C(OC3=C(C1)C=CC=C3)C=CC(=C2)Cl (8-chlorodibenz[b,f][1,4]oxazepine-10(11H)-carboxylic acid, 2-(3-amino-1-oxopropyl)hydrazide, monohydrochloride), CN1C(=CC=C1)C(=O)Cl (1-methylpyrrole-2-carbonyl chloride). The product is CN1C(=CC=C1)C(=O)NCCC(=O)NNC(=O)N1C2=C(OC3=C(C1)C=CC=C3)C=CC(=C2)Cl (8-chlorodibenz[b,f][1,4]oxazepine-10(11H)-carboxylic acid, 2-[3-[[(1-methyl-2-pyrrolyl)carbonyl]amino]-1-oxopropyl]hydrazide), product. Isolated yield 66.0%. As a reaction SMILES: Cl.[NH2:2][CH2:3][CH2:4][C:5]([NH:7][NH:8][C:9]([N:11]1[CH2:17][C:16]2[CH:18]=[CH:19][CH:20]=[CH:21][C:15]=2[O:14][C:13]2[CH:22]=[CH:23][C:24]([Cl:26])=[CH:25][C:12]1=2)=[O:10])=[O:6].[CH3:27][N:28]1[CH:32]=[CH:31][CH:30]=[C:29]1[C:33](Cl)=[O:34]>>[CH3:27][N:28]1[CH:32]=[CH:31][CH:30]=[C:29]1[C:33]([NH:2][CH2:3][CH2:4][C:5]([NH:7][NH:8][C:9]([N:11]1[CH2:17][C:16]2[CH:18]=[CH:19][CH:20]=[CH:21][C:15]=2[O:14][C:13]2[CH:22]=[CH:23][C:24]([Cl:26])=[CH:25][C:12]1=2)=[O:10])=[O:6])=[O:34] |f:0.1|. Reported procedure: 8-chlorodibenz[b,f][1,4]oxazepine-10(11H)-carboxylic acid, 2-[3-[[(1-methyl-2-pyrrolyl)carbonyl]amino]-1-oxopropyl]hydrazide (29) was prepared from 8-chlorodibenz[b,f][1,4]-oxazepine-10(11H)-carboxylic acid, 2-(3-amino-1-oxopropyl) hydrazide, monohydrochloride (9), prepared as described above in Example 9, and 1-methylpyrrole-2-carbonyl chloride in the same manner as described in Example 10 on a 1.9 mmol scale to yield 0.58 g (66%) of product.